From a dataset of the Open Reaction Database (ORD), a public repository of structured organic reaction records. describe an organic reaction: reactants, conditions, products, and yield RXN SMILES: [CH2:34]([Cl:35])[Cl:36].[CH3:1][O:2][c:3]1[cH:4][cH:5][c:6](-[c:9]2[n:10][c:11]3[n:15]([c:16]2-[c:17]2[cH:18][cH:19][n:20][cH:21][cH:22]2)[CH2:14][CH2:13][S:12]3)[cH:7][cH:8]1.[Cl:23][c:24]1[cH:25][cH:26][cH:27][c:28]([C:29]([O:30][OH:32])=[O:31])[cH:33]1>>[CH3:1][O:2][c:3]1[cH:4][cH:5][c:6](-[c:9]2[n:10][c:11]3[n:15]([c:16]2-[c:17]2[cH:18][cH:19][n:20][cH:21][cH:22]2)[CH2:14][CH2:13][S:12]3=[O:31])[cH:7][cH:8]1. Starting materials: ClCCl, COc1ccc(-c2nc3n(c2-c2ccncc2)CCS3)cc1, O=C(OO)c1cccc(Cl)c1. Yields the product COc1ccc(-c2nc3n(c2-c2ccncc2)CCS3=O)cc1.